From a dataset of the Open Reaction Database (ORD), a public repository of structured organic reaction records. describe an organic reaction: reactants, conditions, products, and yield The reactants are CC1=CC=C(C(CC2C(CCCC2)=O)=O)C=C1 (2-(p-methylphenacyl)cyclohexanone), NC1=CC=C(C(C(=O)O)=C1)O (5-aminosalicylic acid), yellow crystals. Solvent: C(C)(=O)O (acetic acid). The product is C(=O)(O)C=1C=C(C=CC1O)N1C(=CC=2CCCCC12)C1=CC=C(C=C1)C (1-(3-Carboxy-4-hydroxyphenyl)-2-(4-methylphenyl)-4,5,6,7-tetrahydroindole). RXN SMILES: [CH3:1][C:2]1[CH:17]=[CH:16][C:5]([C:6](=O)[CH2:7][CH:8]2[CH2:13][CH2:12][CH2:11][CH2:10][C:9]2=O)=[CH:4][CH:3]=1.[NH2:18][C:19]1[CH:27]=[C:23]([C:24]([OH:26])=[O:25])[C:22]([OH:28])=[CH:21][CH:20]=1>C(O)(=O)C>[C:24]([C:23]1[CH:27]=[C:19]([N:18]2[C:9]3[CH2:10][CH2:11][CH2:12][CH2:13][C:8]=3[CH:7]=[C:6]2[C:5]2[CH:16]=[CH:17][C:2]([CH3:1])=[CH:3][CH:4]=2)[CH:20]=[CH:21][C:22]=1[OH:28])([OH:26])=[O:25]. Procedure details: A mixture of 23 g. (0.1 mole) of 2-(p-methylphenacyl)cyclohexanone, 15.3 g. (0.1 mole) of 5-aminosalicylic acid and 100 ml. of glacial acetic acid was heated under reflux for 45 minutes, cooled and filtered. The collected solid was recrystallized from acetonitrile to provide 23.0 g. (66%) of yellow crystals, m.p. 212.5°-214.5°. Starting materials: C1(CCCCC1)N1CC(C1)C(C#N)(C1=CC=CC=C1)C1=CC=CC=C1 (α-(1-cyclohexyl-3-azetidinyl)-α,α-diphenylacetonitrile), [OH-].[Na+] (sodium hydroxide), solution, S(O)(O)(=O)=O (sulfuric acid). Conditions: temperature 120 celsius. Yields the product C1(CCCCC1)NCC1C(C(OC1)=O)(C1=CC=CC=C1)C1=CC=CC=C1 (4,5-Dihydro-4-cyclohexylaminomethyl-3,3-diphenylfuran-2(3H)one). Yield: 20.0%. Reaction SMILES: [CH:1]1([N:7]2[CH2:10][CH:9]([C:11]([C:20]3[CH:25]=[CH:24][CH:23]=[CH:22][CH:21]=3)([C:14]3[CH:19]=[CH:18][CH:17]=[CH:16][CH:15]=3)[C:12]#N)[CH2:8]2)[CH2:6][CH2:5][CH2:4][CH2:3][CH2:2]1.S(=O)(=O)(O)[OH:27].[OH-:31].[Na+]>>[CH:1]1([NH:7][CH2:8][CH:9]2[CH2:10][O:31][C:12](=[O:27])[C:11]2([C:20]2[CH:25]=[CH:24][CH:23]=[CH:22][CH:21]=2)[C:14]2[CH:19]=[CH:18][CH:17]=[CH:16][CH:15]=2)[CH2:6][CH2:5][CH2:4][CH2:3][CH2:2]1 |f:2.3|. Procedure: To 41.0 g. (0.12 mole) of α-(1-cyclohexyl-3-azetidinyl)-α,α-diphenylacetonitrile was added 100 g. of a 70% solution of sulfuric acid, and the mixture was stirred and heated at 120° C. for 48 hrs. The solution was then poured over ice and made basic with 50% sodium hydroxide, and extracted with chloroform. The organic layer was dried, filtered, and concentrated in vacuo. The residue was crystallized twice from isopropyl ether, the crystallized material weighed 8.0 g. (20% yield) and melted at 129...